Dataset: the Open Reaction Database (ORD), a public repository of structured organic reaction records. Task: describe an organic reaction: reactants, conditions, products, and yield Reactants: ClC1=CC=C(C=C1)C1=NSC(=N1)N1CCNCC1 (3-(4-chlorophenyl)-5-(piperazin-1-yl)-1,2,4-thiadiazole), COC1=CC=C(C=C1)CC(=O)C1=CC=CC=C1 (4-methoxyphenylacetophenone), [OH-].[Na+] (NaOH), [BH4-].[Na+] (NaBH4). The reagents and catalysts are [Ti] (titanium). The solvent is C1CCOC1 (THF), CCOC(=O)C (EtOAc), O (Water), CO (MeOH). Run at time 3 hour. The product is ClC1=CC=C(C=C1)C1=NSC(=N1)N1CCN(CC1)C(CC1=CC=C(C=C1)OC)C (1-[3-(4-Chloro-phenyl)-[1,2,4]thiadiazol-5-yl]-4-[2-(4-methoxy-phenyl)-1-methyl-ethyl]-piperazine). As a reaction SMILES: [Cl:1][C:2]1[CH:7]=[CH:6][C:5]([C:8]2[N:12]=[C:11]([N:13]3[CH2:18][CH2:17][NH:16][CH2:15][CH2:14]3)[S:10][N:9]=2)=[CH:4][CH:3]=1.[CH3:19][O:20][C:21]1[CH:26]=[CH:25][C:24]([CH2:27][C:28]([C:30]2C=CC=CC=2)=O)=[CH:23][CH:22]=1.[BH4-].[Na+].[OH-].[Na+]>C1COCC1.[Ti].CCOC(C)=O.O.CO>[Cl:1][C:2]1[CH:7]=[CH:6][C:5]([C:8]2[N:12]=[C:11]([N:13]3[CH2:18][CH2:17][N:16]([CH:28]([CH3:30])[CH2:27][C:24]4[CH:25]=[CH:26][C:21]([O:20][CH3:19])=[CH:22][CH:23]=4)[CH2:15][CH2:14]3)[S:10][N:9]=2)=[CH:4][CH:3]=1 |f:2.3,4.5|. Procedure details: A mixture of 3-(4-chlorophenyl)-5-(piperazin-1-yl)-1,2,4-thiadiazole (100 mg, 356 μmol), 4-methoxyphenylacetophenone (64.3 mg, 392 μmol) and titanium IV propoxide (152 mg, 158 μl, 534 μmol) in 2 mL THF was stirred for 3 h at RT. NaBH4 (40.4 mg, 1.07 mmol) was added in three portions. MeOH (0.2 mL) was added and stirred over the weekend at RT. Water (5 mL), EtOAc (10 mL) and aq. 2N NaOH (3 mL) was added, stirred for 10 min and filtered over a dicalit-plug. The aqueous layer was separated and extr...